From a dataset of the Open Reaction Database (ORD), a public repository of structured organic reaction records. describe an organic reaction: reactants, conditions, products, and yield The reactants are C(C1=CC=CC=C1)OC(=O)N1CCC(CC1)C1=C(C=CC=C1)OC (1-benzyloxycarbonyl-4-(2-methoxyphenyl)piperidine), C1=CCCCC1 (cyclohexene). The reagents and catalysts are [Pd] (palladium on carbon). The solvent is CCOCC (ether), C(C)O (ethanol). Yields the product COC1=C(C=CC=C1)C1CCNCC1 (4-(2-Methoxyphenyl)piperidine). Isolated yield 50.8%. As a reaction SMILES: C(OC([N:11]1[CH2:16][CH2:15][CH:14]([C:17]2[CH:22]=[CH:21][CH:20]=[CH:19][C:18]=2[O:23][CH3:24])[CH2:13][CH2:12]1)=O)C1C=CC=CC=1.C1CCCCC=1>C(O)C.[Pd].CCOCC>[CH3:24][O:23][C:18]1[CH:19]=[CH:20][CH:21]=[CH:22][C:17]=1[CH:14]1[CH2:15][CH2:16][NH:11][CH2:12][CH2:13]1. Procedure: A solution of 1-benzyloxycarbonyl-4-(2-methoxyphenyl)piperidine (0.67 g) in ethanol (10 mL) was treated with cyclohexene (4.2 mL) followed by 10% palladium on carbon (0.13 g). After heating to reflux for 2 hours, the reaction mixture was cooled to room temperature, diluted with ether and extracted with 1N hydrochloric acid. The aqueous layer was made basic with sodium bicarbonate and extracted with dichloromethane. The organic layers were dried over anhydrous sodium sulfate and evaporated to aff... The reactants are C(C)(C)(C)OC1=NC=CC(=C1)N1CCN(CC1)C1=C(C(=CC=C1)CO[Si](C)(C)C(C)(C)C)F (1-(2-tert-Butoxypyridin-4-yl)-4-[3-({[tert-butyl(dimethyl)silyl]oxy}methyl)-2-fluorophenyl]piperazine), C(=O)(C(F)(F)F)O (TFA). Run in C(Cl)Cl (CH2Cl2). Conditions: time 8 hour. Product: FC1=C(C=CC=C1CO)N1CCN(CC1)C1=CC(NC=C1)=O (4-{4-[2-fluoro-3-(hydroxymethyl)phenyl]piperazin-1-yl}pyridin-2(1H)-one). Isolated yield 87.5%. RXN SMILES: C([O:5][C:6]1[CH:11]=[C:10]([N:12]2[CH2:17][CH2:16][N:15]([C:18]3[CH:23]=[CH:22][CH:21]=[C:20]([CH2:24][O:25][Si](C(C)(C)C)(C)C)[C:19]=3[F:33])[CH2:14][CH2:13]2)[CH:9]=[CH:8][N:7]=1)(C)(C)C.C(O)(C(F)(F)F)=O>C(Cl)Cl>[F:33][C:19]1[C:20]([CH2:24][OH:25])=[CH:21][CH:22]=[CH:23][C:18]=1[N:15]1[CH2:16][CH2:17][N:12]([C:10]2[CH:9]=[CH:8][NH:7][C:6](=[O:5])[CH:11]=2)[CH2:13][CH2:14]1. Procedure details: 1-(2-tert-Butoxypyridin-4-yl)-4-[3-({[tert-butyl(dimethyl)silyl]oxy}methyl)-2-fluorophenyl]piperazine (3.14 g) was mixed with CH2Cl2 (50 ml), and TFA (5.1 ml) was added thereto, followed by stirring at room temperature overnight. The reaction mixture was concentrated under reduced pressure, and the residue was mixed with MeOH (2 ml). A 8 M NH3/MeOH solution (10 ml) was added thereto at 0° C., followed by stirring at room temperature for 2 hours. The solid in the reaction mixture was collected by... Starting materials: ClC1=C(C(=CC=C1)N1CCNCC1)C(C)=O (1-(2-chloro-6-piperazin-1-yl-phenyl)-ethanone), O=C1C=CC=2C=CC(=NC2N1)OCCCC=O (4-(7-oxo-7,8-dihydro-[1,8]naphthyridin-2-yloxy)-butyraldehyde). Product: C(C)(=O)C1=C(C=CC=C1Cl)N1CCN(CC1)CCCCOC1=CC=C2C=CC(NC2=N1)=O (7-{4-[4-(2-Acetyl-3-chloro-phenyl)-piperazin-1-yl]-butoxy}-1H-[1,8]naphthyridin-2-one). As a reaction SMILES: [Cl:1][C:2]1[CH:7]=[CH:6][CH:5]=[C:4]([N:8]2[CH2:13][CH2:12][NH:11][CH2:10][CH2:9]2)[C:3]=1[C:14](=[O:16])[CH3:15].[O:17]=[C:18]1[NH:27][C:26]2[N:25]=[C:24]([O:28][CH2:29][CH2:30][CH2:31][CH:32]=O)[CH:23]=[CH:22][C:21]=2[CH:20]=[CH:19]1>>[C:14]([C:3]1[C:2]([Cl:1])=[CH:7][CH:6]=[CH:5][C:4]=1[N:8]1[CH2:13][CH2:12][N:11]([CH2:32][CH2:31][CH2:30][CH2:29][O:28][C:24]2[N:25]=[C:26]3[C:21]([CH:20]=[CH:19][C:18](=[O:17])[NH:27]3)=[CH:22][CH:23]=2)[CH2:10][CH2:9]1)(=[O:16])[CH3:15]. Reported procedure: In a manner similar to that of other examples above, 1-(2-chloro-6-piperazin-1-yl-phenyl)-ethanone was coupled by reductive amination to 4-(7-oxo-7,8-dihydro-[1,8]naphthyridin-2-yloxy)-butyraldehyde followed by typical workup and purification to give the title compound. MS: APCI: M+1: 455.2 (Exact Mass: 454.18). The reactants are CN1CCCNCC1, CC1Cc2ccc(-c3cnn(C)c3)cc2CN1c1cc(Cl)nc(N)n1. Yields the product CC1Cc2ccc(-c3cnn(C)c3)cc2CN1c1cc(N2CCCN(C)CC2)nc(N)n1. Reaction SMILES: [CH3:26][N:27]1[CH2:28][CH2:29][NH:30][CH2:31][CH2:32][CH2:33]1.[Cl:1][c:2]1[n:3][c:4]([NH2:25])[n:5][c:6]([N:8]2[CH2:9][c:10]3[cH:11][c:12](-[c:19]4[cH:20][n:21][n:22]([CH3:24])[cH:23]4)[cH:13][cH:14][c:15]3[CH2:16][CH:17]2[CH3:18])[cH:7]1>>[c:2]1([N:30]2[CH2:29][CH2:28][N:27]([CH3:26])[CH2:33][CH2:32][CH2:31]2)[n:3][c:4]([NH2:25])[n:5][c:6]([N:8]2[CH2:9][c:10]3[cH:11][c:12](-[c:19]4[cH:20][n:21][n:22]([CH3:24])[cH:23]4)[cH:13][cH:14][c:15]3[CH2:16][CH:17]2[CH3:18])[cH:7]1. Starting materials: CC(OC(C)(C)C)C(NC(=O)OC(C)(C)C)C(=O)N1CCC2C1C(c1c[nH]c3cc(F)ccc13)CN2C(=O)OCc1ccccc1, ClCCl, O=C(O)C(F)(F)F. Product: CC(OC(C)(C)C)C(N)C(=O)N1CCC2C1C(c1c[nH]c3cc(F)ccc13)CN2C(=O)OCc1ccccc1. Reaction SMILES: [CH2:1]([c:2]1[cH:3][cH:4][cH:5][cH:6][cH:7]1)[O:8][C:9](=[O:10])[N:11]1[CH:12]2[CH:13]([CH:14]([c:16]3[cH:17][nH:18][c:19]4[cH:20][c:21]([F:25])[cH:22][cH:23][c:24]34)[CH2:15]1)[N:26]([C:29]([CH:30]([CH:31]([CH3:32])[O:33][C:34]([CH3:35])([CH3:36])[CH3:37])[NH:38][C:39]([O:40][C:41]([CH3:42])([CH3:43])[CH3:44])=[O:45])=[O:46])[CH2:27][CH2:28]2.[Cl:54][CH2:55][Cl:56].[F:47][C:48]([F:49])([F:50])[C:51]([OH:52])=[O:53]>>[CH2:1]([c:2]1[cH:3][cH:4][cH:5][cH:6][cH:7]1)[O:8][C:9](=[O:10])[N:11]1[CH:12]2[CH:13]([CH:14]([c:16]3[cH:17][nH:18][c:19]4[cH:20][c:21]([F:25])[cH:22][cH:23][c:24]34)[CH2:15]1)[N:26]([C:29]([CH:30]([CH:31]([CH3:32])[O:33][C:34]([CH3:35])([CH3:36])[CH3:37])[NH2:38])=[O:46])[CH2:27][CH2:28]2.